This data is from the Open Reaction Database (ORD), a public repository of structured organic reaction records. The task is: describe an organic reaction: reactants, conditions, products, and yield Reactants: C1CCOC1, Cc1csc2cccc(Cl)c12, [Li]CCCC, [Na+], O=C([O-])O, O=S(=O)(Cl)Cl. Product: Cc1c(S(=O)(=O)Cl)sc2cccc(Cl)c12. As a reaction SMILES: [CH2:27]1[O:28][CH2:29][CH2:30][CH2:31]1.[Cl:6][c:7]1[cH:8][cH:9][cH:10][c:11]2[s:12][cH:13][c:14]([CH3:16])[c:15]12.[Li:1][CH2:2][CH2:3][CH2:4][CH3:5].[Na+:26].[O-:22][C:23]([OH:24])=[O:25].[S:17](=[O:18])(=[O:19])([Cl:20])[Cl:21]>>[Cl:6][c:7]1[cH:8][cH:9][cH:10][c:11]2[s:12][c:13]([S:17](=[O:18])(=[O:19])[Cl:20])[c:14]([CH3:16])[c:15]12.